This data is from the Open Reaction Database (ORD), a public repository of structured organic reaction records. The task is: describe an organic reaction: reactants, conditions, products, and yield Starting materials: BrC=1C=C(N)C=CC1C (3-bromo-p-toluidine), N(=O)[O-].[Na+] (sodium nitrite), CCOCC (ether), [I-].[K+] (potassium iodide). The solvent is Cl (HCl), O (water). Conditions: time 45 minute. Yields the product BrC1=C(C=CC(=C1)I)C (2-Bromo-4-iodotoluene). The yield is 53.0%. Reaction SMILES: [Br:1][C:2]1[CH:3]=[C:4]([CH:6]=[CH:7][C:8]=1[CH3:9])N.N([O-])=O.[Na+].[I-:14].[K+].CCOCC>Cl.O>[Br:1][C:2]1[CH:3]=[C:4]([I:14])[CH:6]=[CH:7][C:8]=1[CH3:9] |f:1.2,3.4|. Procedure details: A well stirred solution of 18.6 g (0.10 mol) of 3-bromo-p-toluidine in 80 mL of 6N HCl at 0° C. was treated with a solution of 7.35 g (0.11 mol) of sodium nitrite in 15 mL of water at a rate that maintained the temperature <10° C. The mixture was stirred for 45 minutes then cautiously treated with 33.2 g (0.20 mol) of potassium iodide at 0° C. The mixture was treated with 300 mL of ether and washed (3×) with saturated aqueous sodium bisulfite. The organic layer was separated, dried over magnesiu... Starting materials: N1(CCCCC1)N1SC(=CN1)C=1N(C(=CN1)[N+](=O)[O-])C (2-(2-Piperidino-5-thiadiazolyl)-1-methyl-5-nitroimidazole), CN1CCNCC1 (1-methylpiperazine), N1CCCCC1 (piperidine). Yields the product CN1CCN(CC1)N1SC(=CN1)C=1N(C(=CN1)[N+](=O)[O-])C (2-[2-(4-Methyl-1-piperazinyl)-5-thiadiazolyl]-1-methyl-5-nitroimidazole). RXN SMILES: [N:1]1([N:7]2[NH:11][CH:10]=[C:9]([C:12]3[N:13]([CH3:20])[C:14]([N+:17]([O-:19])=[O:18])=[CH:15][N:16]=3)[S:8]2)[CH2:6][CH2:5]C[CH2:3][CH2:2]1.[CH3:21][N:22]1CCNCC1.N1CCCCC1>>[CH3:21][N:22]1[CH2:5][CH2:6][N:1]([N:7]2[NH:11][CH:10]=[C:9]([C:12]3[N:13]([CH3:20])[C:14]([N+:17]([O-:19])=[O:18])=[CH:15][N:16]=3)[S:8]2)[CH2:2][CH2:3]1. Procedure: The preparation of the above compound is carried out in the manner described for the 2-piperidino derivative (Example 28), an equivalent of 1-methylpiperazine replacing the piperidine. The crude product is purified by recrystallization from 2-methoxyethanol and melts at 242°-244° C. The reactants are CI (methyl iodide), S1C(=CC=C1)C(C1=CC=C(OC(C(=O)OCC)(C)C)C=C1)=NO (ethyl 2-[4-(2-thienyl-hydroxyiminomethyl)-phenoxy]-2-methyl-propionate). Solvent: CN(C=O)C (dimethyl formamide), C([O-])([O-])=O.[K+].[K+] (potassium carbonate). The product is S1C(=CC=C1)C(C1=CC=C(OC(C(=O)OCC)(C)C)C=C1)=NOC (Ethyl 2-[4-(2-thienyl-methoxyiminomethyl)-phenoxy]-2-methyl-propionate). As a reaction SMILES: [CH3:1]I.[S:3]1[CH:7]=[CH:6][CH:5]=[C:4]1[C:8](=[N:24][OH:25])[C:9]1[CH:23]=[CH:22][C:12]([O:13][C:14]([CH3:21])([CH3:20])[C:15]([O:17][CH2:18][CH3:19])=[O:16])=[CH:11][CH:10]=1>CN(C)C=O.C(=O)([O-])[O-].[K+].[K+]>[S:3]1[CH:7]=[CH:6][CH:5]=[C:4]1[C:8](=[N:24][O:25][CH3:1])[C:9]1[CH:23]=[CH:22][C:12]([O:13][C:14]([CH3:21])([CH3:20])[C:15]([O:17][CH2:18][CH3:19])=[O:16])=[CH:11][CH:10]=1 |f:3.4.5|. Procedure details: This oily compound, which consists of a mixture of both isomers Z/E, is obtained by reacting methyl iodide with ethyl 2-[4-(2-thienyl-hydroxyiminomethyl)-phenoxy]-2-methyl-propionate dissolved in dimethyl formamide and in the presence of potassium carbonate. Reactants: IN1C(CCC1=O)=O (N-iodosuccinimide), C(C)C=1N=C2N(C=CC=C2)C1 (2-ethyl-imidazo[1,2-α]pyridine). The solvent is C(C)#N (acetonitrile). Run at time 12 hour. Product: C(C)C=1N=C2N(C=CC=C2)C1I (2-ethyl-3-iodo-imidazo[1,2-α]pyridine). RXN SMILES: [I:1]N1C(=O)CCC1=O.[CH2:9]([C:11]1[N:12]=[C:13]2[CH:18]=[CH:17][CH:16]=[CH:15][N:14]2[CH:19]=1)[CH3:10]>C(#N)C>[CH2:9]([C:11]1[N:12]=[C:13]2[CH:18]=[CH:17][CH:16]=[CH:15][N:14]2[C:19]=1[I:1])[CH3:10]. Procedure details: As shown in FIG. 8, N-iodosuccinimide (8.37 g, 57.25 mmol) was added to a solution of 2-ethyl-imidazo[1,2-α]pyridine 70 (Example 27) (12.88 g, 57.25 mmol) in dry acetonitrile (100 mL) at 0° C. The reaction was warmed to room temperature and then stirred for 12 hours. The mixture was then concentrated and purified on silica gel (CombiFlash, Heptane/EtOAc elution) to afford 2-ethyl-3-iodo-imidazo[1,2-α]pyridine 72, as photosensitive yellow crystals with a yield of 5.6 g, 35%. The reactants are FC(OC1=CC(=NN1C)N1N=CC(=C1C)C#N)F (1-(5-Difluoromethoxy-1-methyl-3-pyrazolyl)-5-methyl-4-pyrazolecarbonitrile), S(=O)(=O)(Cl)Cl (sulfuryl chloride). Run in C(Cl)Cl (methylene chloride). Run at time 1 hour. Product: ClC=1C(=NN(C1OC(F)F)C)N1N=CC(=C1C)C#N (1-(4-Chloro-5-difluoromethoxy-1-methyl-3-pyrazolyl)-5-methyl-4-pyrazolecarbonitrile). RXN SMILES: [F:1][CH:2]([F:18])[O:3][C:4]1[N:8]([CH3:9])[N:7]=[C:6]([N:10]2[C:14]([CH3:15])=[C:13]([C:16]#[N:17])[CH:12]=[N:11]2)[CH:5]=1.S(Cl)([Cl:22])(=O)=O>C(Cl)Cl>[Cl:22][C:5]1[C:6]([N:10]2[C:14]([CH3:15])=[C:13]([C:16]#[N:17])[CH:12]=[N:11]2)=[N:7][N:8]([CH3:9])[C:4]=1[O:3][CH:2]([F:1])[F:18]. Procedure: 0.57 g (2.25 mmol) 1-(5-Difluoromethoxy-1-methyl-3-pyrazolyl)-5-methyl-4-pyrazolecarbonitrile was dissolved in 30 ml methylene chloride and at room temperature was treated with 0.30 g (2.25 mmol) sulfuryl chloride. The mixture was stirred for one hour and then concentrated. The reactants are C(C)(=O)OO (Peracetic acid), N1=CC=CC2=CC=CC=C12 (quinoline). Yields the product [N+]1(=CC=CC2=CC=CC=C12)[O-] (Quinoline N-oxide). Reaction SMILES: C(OO)(=[O:3])C.[N:6]1[C:15]2[C:10](=[CH:11][CH:12]=[CH:13][CH:14]=2)[CH:9]=[CH:8][CH:7]=1>>[N+:6]1([O-:3])[C:15]2[C:10](=[CH:11][CH:12]=[CH:13][CH:14]=2)[CH:9]=[CH:8][CH:7]=1. Procedure: Peracetic acid (7.5 mL, 39 mmole, 40%) and quinoline (5 g, 39 mmole) were stirred for 2 hours. Much of the acetic acid was removed from the reaction mixture in vacuo. The resulting residue was dissolved in methylene chloride (50 mL) and washed twice with saturated sodium bicarbonate solution. After drying over MgSO4 the solvent was evaporated and the residue was triturated with ether. The resulting tan solid was collected by filtration. This material was carried on without further characterizati...